Dataset: the Open Reaction Database (ORD), a public repository of structured organic reaction records. Task: describe an organic reaction: reactants, conditions, products, and yield Starting materials: CCN(C(C)C)C(C)C (DIEA), Cl.Cl.C1(=CC=CC=C1)C=1C(=C2C(=NC1)NN=C2OC[C@H](CO)O)N2CCNCC2 ((S)-3-(5-phenyl-4-(piperazin-1-yl)-1H-pyrazolo[3,4-b]pyridin-3-yloxy)propane-1,2-diol dihydrochloride), C(C)(C)(C)OC(=O)N1[C@@H](CCC1)[C@@H](C(=O)O)C1=CC=C(C=C1)Cl ((S)-2-((S)-1-(tert-butoxycarbonyl)pyrrolidin-2-yl)-2-(4-chlorophenyl)acetic acid), CN(C)C(=[N+](C)C)ON1C2=C(C=CC=C2)N=N1.[B-](F)(F)(F)F (TBTU). Solvent: C(Cl)Cl (DCM). Conditions: time 1 hour. Yields the product ClC1=CC=C(C=C1)C[C@H](C(=O)N1CCN(CC1)C1=C2C(=NC=C1C1=CC=CC=C1)NN=C2OC[C@H](CO)O)NC(OC(C)(C)C)=O (tert-butyl(R)-3-(4-chlorophenyl)-1-(4-(3-((S)-2,3-dihydroxypropoxy)-5-phenyl-1H-pyrazolo[3,4-b]pyridin-4-yl)piperazin-1-yl)-1-oxopropan-2-ylcarbamate). As a reaction SMILES: CCN(C(C)C)C(C)C.Cl.Cl.[C:12]1([C:18]2[C:19]([N:33]3[CH2:38][CH2:37][NH:36][CH2:35][CH2:34]3)=[C:20]3[C:26]([O:27][CH2:28][C@@H:29]([OH:32])[CH2:30][OH:31])=[N:25][NH:24][C:21]3=[N:22][CH:23]=2)[CH:17]=[CH:16][CH:15]=[CH:14][CH:13]=1.[C:39]([O:43][C:44]([N:46]1CC[CH2:48][C@H:47]1[C@H:51]([C:55]1[CH:60]=[CH:59][C:58]([Cl:61])=[CH:57][CH:56]=1)C(O)=O)=[O:45])([CH3:42])([CH3:41])[CH3:40].CN(C([O:69]N1N=NC2C=CC=CC1=2)=[N+](C)C)C.[B-](F)(F)(F)F>C(Cl)Cl>[Cl:61][C:58]1[CH:59]=[CH:60][C:55]([CH2:51][C@@H:47]([NH:46][C:44](=[O:45])[O:43][C:39]([CH3:42])([CH3:41])[CH3:40])[C:48]([N:36]2[CH2:35][CH2:34][N:33]([C:19]3[C:18]([C:12]4[CH:17]=[CH:16][CH:15]=[CH:14][CH:13]=4)=[CH:23][N:22]=[C:21]4[NH:24][N:25]=[C:26]([O:27][CH2:28][C@@H:29]([OH:32])[CH2:30][OH:31])[C:20]=34)[CH2:38][CH2:37]2)=[O:69])=[CH:56][CH:57]=1 |f:1.2.3,5.6|. Procedure: DIEA (0.055 mL, 0.32 mmol) was added to a solution of (S)-3-(5-phenyl-4-(piperazin-1-yl)-1H-pyrazolo[3,4-b]pyridin-3-yloxy)propane-1,2-diol dihydrochloride (0.050 g, 0.079 mmol, see Example 15), (S)-2-((S)-1-(tert-butoxycarbonyl)pyrrolidin-2-yl)-2-(4-chlorophenyl)acetic acid (0.027 g, 0.079 mmol, see Example C) and TBTU (0.031 g, 0.095 mmol) in DCM (1 mL) and stirred at room temperature for 1 hour. The reaction was then concentrated to dryness. The resulting residue was dissolved in THF/MeOH (2 ... RXN SMILES: [NH:1]1[CH2:71][CH2:70][CH2:69][CH2:68][C@H:2]1[C:3]([NH:5][C@@H:6]([C:17]([NH:19][C@H:20]([C:28]([NH:30][C@@H:31]([C:49]([NH:51][C@H:52]([C:57]([NH:59][C@H:60]([C:65]([NH2:67])=[O:66])[CH2:61][CH2:62][S:63][CH3:64])=[O:58])[CH2:53][CH:54]([CH3:56])[CH3:55])=[O:50])[CH2:32][CH2:33][CH2:34][NH:35][C:36](=[NH:48])[NH:37]S(C1C=CC(C)=CC=1)(=O)=O)=[O:29])[CH2:21][C:22]1[CH:27]=[CH:26][CH:25]=[CH:24][CH:23]=1)=[O:18])[CH2:7][C:8]1[C:16]2[C:11](=[CH:12][CH:13]=[CH:14][CH:15]=2)[NH:10][CH:9]=1)=[O:4].F.C1(OC)C=CC=CC=1>>[NH:1]1[CH2:71][CH2:70][CH2:69][CH2:68][C@H:2]1[C:3]([NH:5][C@@H:6]([C:17]([NH:19][C@H:20]([C:28]([NH:30][C@@H:31]([C:49]([NH:51][C@H:52]([C:57]([NH:59][C@H:60]([C:65]([NH2:67])=[O:66])[CH2:61][CH2:62][S:63][CH3:64])=[O:58])[CH2:53][CH:54]([CH3:55])[CH3:56])=[O:50])[CH2:32][CH2:33][CH2:34][NH:35][C:36](=[NH:37])[NH2:48])=[O:29])[CH2:21][C:22]1[CH:23]=[CH:24][CH:25]=[CH:26][CH:27]=1)=[O:18])[CH2:7][C:8]1[C:16]2[C:11](=[CH:12][CH:13]=[CH:14][CH:15]=2)[NH:10][CH:9]=1)=[O:4]. Reported procedure: Condensation of BocPro-DTrp-PheOH (Example 33, 658 mg.) and HDArg(Tos)-Leu-MetNH2 (630 mg.) using dicyclohexylcarbodiimide and 1-hydroxybenzotriazole gave BocPro-DTrp-Phe-DArg(Tos)-Leu-MetNH2 in 46% yield. De-t-butoxycarbonylation of BocPro-DTrp-Phe-DArg(Tos)-Leu-MetNH2 (524 mg.) using trifluoroacetic acid in dimethyl sulfide and ethanedithiol gave HPro-DTrp-Phe-DArg(Tos)-Leu-MetNH2 in 78% yield. De-p-toluenesulfonylation of HPro-DTrp-Phe-DArg(Tos)-Leu-MetNH2 (420 mg.) using liquid hydrogen fluo... Yields the product N1[C@H](C(=O)N[C@H](CC2=CNC3=CC=CC=C23)C(=O)N[C@@H](CC2=CC=CC=C2)C(=O)N[C@H](CCCNC(N)=N)C(=O)N[C@@H](CC(C)C)C(=O)N[C@@H](CCSC)C(=O)N)CCCC1 (HPro-DTrp-Phe-DArg-Leu-MetNH2). The reactants are N1[C@H](C(=O)N[C@H](CC2=CNC3=CC=CC=C23)C(=O)N[C@@H](CC2=CC=CC=C2)C(=O)N[C@H](CCCNC(NS(=O)(=O)C2=CC=C(C)C=C2)=N)C(=O)N[C@@H](CC(C)C)C(=O)N[C@@H](CCSC)C(=O)N)CCCC1 (HPro-DTrp-Phe-DArg(Tos)-Leu-MetNH2), F (hydrogen fluoride), C1(=CC=CC=C1)OC (anisole).